From a dataset of the Open Reaction Database (ORD), a public repository of structured organic reaction records. describe an organic reaction: reactants, conditions, products, and yield Reactants: COCCBr, O=c1[nH]c2cc(Br)ccc2o1, O=C([O-])[O-], CC#N, [K+], [K+], O. Yields the product COCCn1c(=O)oc2ccc(Br)cc21. RXN SMILES: [Br:12][CH2:13][CH2:14][O:15][CH3:16].[Br:1][c:2]1[cH:3][cH:4][c:5]2[c:6]([nH:7][c:8](=[O:10])[o:9]2)[cH:11]1.[C:17](=[O:18])([O-:19])[O-:20].[CH3:24][C:25]#[N:26].[K+:21].[K+:22].[OH2:23]>>[Br:1][c:2]1[cH:3][cH:4][c:5]2[c:6]([n:7]([CH2:13][CH2:14][O:15][CH3:16])[c:8](=[O:10])[o:9]2)[cH:11]1. Reactants: O=C1N(C2=CC=C(C=C2CC1)C1=CC=C(C=C1)C(F)(F)F)CC(=O)OC(C)(C)C (tert-butyl 2-(2-oxo-6-(4-(trifluoromethyl)phenyl)-3,4-dihydroquinolin-1(2H)-yl)acetate), Cl (hydrochloric acid), O1CCOCC1 (1,4-dioxane), Cl (HCl), O1CCOCC1 (1,4-dioxane). Reaction conditions: time 4 hour. Yields the product O=C1N(C2=CC=C(C=C2CC1)C1=CC=C(C=C1)C(F)(F)F)CC(=O)O (2-(2-oxo-6-(4-(trifluoromethyl)phenyl)-3,4-dihydroquinolin-1(2H)-yl)acetic acid). Isolated yield 92.0%. As a reaction SMILES: [O:1]=[C:2]1[CH2:11][CH2:10][C:9]2[C:4](=[CH:5][CH:6]=[C:7]([C:12]3[CH:17]=[CH:16][C:15]([C:18]([F:21])([F:20])[F:19])=[CH:14][CH:13]=3)[CH:8]=2)[N:3]1[CH2:22][C:23]([O:25]C(C)(C)C)=[O:24].Cl.O1CCOCC1>>[O:1]=[C:2]1[CH2:11][CH2:10][C:9]2[C:4](=[CH:5][CH:6]=[C:7]([C:12]3[CH:13]=[CH:14][C:15]([C:18]([F:20])([F:19])[F:21])=[CH:16][CH:17]=3)[CH:8]=2)[N:3]1[CH2:22][C:23]([OH:25])=[O:24]. Procedure details: To tert-butyl 2-(2-oxo-6-(4-(trifluoromethyl)phenyl)-3,4-dihydroquinolin-1(2H)-yl)acetate (202 mg, 0.50 mmol) in a 50 mL round-bottom flask was added 4N hydrochloric acid in 1,4-dioxane (6.0 mL, 24.0 mmol). The reaction mixture was stirred at room temperature for 4 hours, and the solvent removed under reduced pressure. A second portion of 4N HCl in 1,4-dioxane (6.0 mL, 24.0 mmol) was added with stirring for another 13 hours, and again the solvent was removed under reduced pressure, to afford 2-(... Reactants: C(C)OC(C1=CN=CC(=C1)Br)=O (ethyl-5-bromonicotinate), N1=CC(=CC=C1)B(O)O (3-pyridineboronic acid), compound 2, [O-]P(=O)([O-])[O-].[K+].[K+].[K+] (K3PO4), C1=CC=C(C=C1)P(C2=CC=CC=C2)C3=CC=CC=C3 (PPh3). Reagents/catalysts: CC(=O)[O-].CC(=O)[O-].[Pd+2] (Pd(OAc)2). The solvent is O1CCOCC1 (1,4-dioxane). The product is P(=O)(C1=CC=CC=C1)(C1=CC=CC=C1)C1=CC=CC=C1 (POPh3). RXN SMILES: C([O:3]C(=O)C1C=C(Br)C=NC=1)C.N1C=CC=C(B(O)O)C=1.[O-]P([O-])([O-])=O.[K+].[K+].[K+].[CH:30]1[CH:35]=[CH:34][C:33]([P:36]([C:43]2[CH:48]=[CH:47][CH:46]=[CH:45][CH:44]=2)[C:37]2[CH:42]=[CH:41][CH:40]=[CH:39][CH:38]=2)=[CH:32][CH:31]=1>CC([O-])=O.CC([O-])=O.[Pd+2].O1CCOCC1>[P:36]([C:33]1[CH:32]=[CH:31][CH:30]=[CH:35][CH:34]=1)([C:43]1[CH:48]=[CH:47][CH:46]=[CH:45][CH:44]=1)([C:37]1[CH:42]=[CH:41][CH:40]=[CH:39][CH:38]=1)=[O:3] |f:2.3.4.5,7.8.9|. Reported procedure: Referring to Scheme 1 (synthesis of B-1, B-2, B-3 and B-4), synthesis of compound 2, to a 500-mL oven-dried round-bottomed flask with a sidearm and condenser, was added ethyl-5-bromonicotinate (38.0 g, 0.17 mol), 3-pyridineboronic acid (22.5 g, 0.18 mol), and anhydrous 1,4-dioxane (220 mL) under argon. An aqueous solution of K3PO4 (2 M, 182 mL) was added, followed by the addition of Pd(OAc)2 (1.86 g, 8.3 mmol) and PPh3 (8.7 g, 33.0 mmol). The reaction was refluxed for 2 h. while a gentle and ste... Reactants: C(C1=CC=CC=C1)(=O)OC1=CC=CC=2SC=CC21 (benzo[b]thiophen-4-yl benzoate), C(C)(=O)Cl (acetyl chloride), [Cl-].[Al+3].[Cl-].[Cl-] (aluminium chloride). Solvent: ClCCl (dichloromethane), ClCCl (dichloromethane), ClCCl (dichloromethane). Conditions: time 15 minute. The product is C(C1=CC=CC=C1)(=O)OC1=CC=CC=2SC(=CC21)C(C)=O (2-acetylbenzo[b]thiophen-4-yl benzoate). RXN SMILES: [C:1](Cl)(=[O:3])[CH3:2].[Cl-].[Al+3].[Cl-].[Cl-].[C:9]([O:17][C:18]1[C:26]2[CH:25]=[CH:24][S:23][C:22]=2[CH:21]=[CH:20][CH:19]=1)(=[O:16])[C:10]1[CH:15]=[CH:14][CH:13]=[CH:12][CH:11]=1>ClCCl>[C:9]([O:17][C:18]1[C:26]2[CH:25]=[C:24]([C:1](=[O:3])[CH3:2])[S:23][C:22]=2[CH:21]=[CH:20][CH:19]=1)(=[O:16])[C:10]1[CH:11]=[CH:12][CH:13]=[CH:14][CH:15]=1 |f:1.2.3.4|. Reported procedure: A solution of acetyl chloride (0.25 ml) in dichloromethane (1.5 ml) was added dropwise under nitrogen at ambient temperature to a stirred suspension of anhydrous aluminium chloride (0.94 g) in dichloromethane (10 ml) and the mixture was stirred at ambient temperature for 15 minutes. A solution of benzo[b]thiophen-4-yl benzoate (0.6 g) in dichloromethane (4 ml) was added, the mixture was stirred at ambient temperature for 18 hours, then it was poured onto ice-water (60 ml). The product was extrac... Reactants: C1(=CC=CC=C1)N/C=C/C=C(C(=O)OC)C(=O)OC ((E)-dimethyl 2-(3-(phenylamino)allylidene)malonate), [H-].[Na+] (NaH), [H-].[Na+] (NaH), C(C)(=O)O (Acetic acid). Run in CO (methanol). Run at time 3 hour. Product: O=C1N(C=CC=C1C(=O)OC)C1=CC=CC=C1 (Methyl 2-oxo-1-phenyl-1,2-dihydropyridine-3-carboxylate). Yield: 92.1%. Reaction SMILES: [C:1]1([NH:7]/[CH:8]=[CH:9]/[CH:10]=[C:11]([C:16]([O:18][CH3:19])=[O:17])[C:12](OC)=[O:13])[CH:6]=[CH:5][CH:4]=[CH:3][CH:2]=1.[H-].[Na+].C(O)(=O)C>CO>[O:13]=[C:12]1[C:11]([C:16]([O:18][CH3:19])=[O:17])=[CH:10][CH:9]=[CH:8][N:7]1[C:1]1[CH:6]=[CH:5][CH:4]=[CH:3][CH:2]=1 |f:1.2|. Procedure: To a solution of (E)-dimethyl 2-(3-(phenylamino)allylidene)malonate (130 mg, 0.50 mrnol) in methanol (8 mL) at rt was added NaH (50 mg of the 60% NaH in oil, 1.2 mmol) and the mixture was stirred at rt for 3 h. Acetic acid (0.3 mL) was added to the mixture, concentrated to a volume of 4 mL, and purificationof the reaction mixture by preparative HPLC provided the desired product (105 mg, 92%) as a yellow solid. 1H NMR (CD3OD) δ 8.30 (dd, 1H, J=7.2, 2.2 Hz), 7.87 (dd, 1H, J=6.6, 1.7 ), 7.57-7.38 (... Starting materials: [N+](=O)([O-])C1=C2C(C(NC2=CC=C1)=O)CC(=O)OCC ((±)-Ethyl (4-nitro-2-oxo-2,3-dihydro-1H-indol-3-yl)acetate). Reagents/catalysts: [Pd] (Pd/C). The solvent is CO (MeOH). Reaction conditions: time 16 hour. Yields the product NC1=C2C(C(NC2=CC=C1)=O)CC(=O)OCC ((±)-Ethyl (4-amino-2-oxo-2,3-dihydro-1H-indol-3-yl)acetate). Reaction SMILES: [N+:1]([C:4]1[CH:12]=[CH:11][CH:10]=[C:9]2[C:5]=1[CH:6]([CH2:14][C:15]([O:17][CH2:18][CH3:19])=[O:16])[C:7](=[O:13])[NH:8]2)([O-])=O>CO.[Pd]>[NH2:1][C:4]1[CH:12]=[CH:11][CH:10]=[C:9]2[C:5]=1[CH:6]([CH2:14][C:15]([O:17][CH2:18][CH3:19])=[O:16])[C:7](=[O:13])[NH:8]2. Procedure details: A mixture of (±)-ethyl (4-nitro-2-oxo-2,3-dihydro-1H-indol-3-yl)acetate from Step A (2.56 g, 9.69 mmol) and 10% Pd/C (500 mg) was stirred vigorously in MeOH (50 mL) under an atmosphere of hydrogen (ca. 1 atm). After 16 h, the mixture was filtered through a pad of Celite, washing with MeOH, and the filtrate was concentrated in vacuo to give the title compound. MS: m/z=235 (M+1).